This data is from the Open Reaction Database (ORD), a public repository of structured organic reaction records. The task is: describe an organic reaction: reactants, conditions, products, and yield Reactants: O=C(OC(Cl)(Cl)Cl)Cl (diphosgene), C(C)OC(CN)=O (glycine ethyl ester), C (charcoal). Run in O1CCOCC1 (dioxane). Product: [N-]=C=O.C(C)OC(CN)=O (glycine ethyl ester isocyanate). As a reaction SMILES: O=C(Cl)[O:3][C:4](Cl)(Cl)Cl.[CH2:9]([O:11][C:12](=[O:15])[CH2:13][NH2:14])[CH3:10].C>O1CCOCC1>[N-:14]=[C:4]=[O:3].[CH2:9]([O:11][C:12](=[O:15])[CH2:13][NH2:14])[CH3:10] |f:4.5|. Procedure: 0.35 mol diphosgene is added dropwise over 1 hour to a mixture of 0.28 mol of glycine ethyl ester and 0.4 g activated charcoal in 400 mL dioxane under N2. The reaction mixture is then heated and stirred at reflux for 21/2 hours. The reaction mixture is then cooled, filtered, and concentrated to dryness by rotary evaporator, keeping exposure to moisture to a minimum. The crude product is re-dissolved in 100 mL THF, and the pH of the solution is adjusted to 5.5-6.0 by addition of pyridine. The pro... The reactants are ClCOS(=O)(=O)Cl (chloromethylchlorosulphate), [N+](=O)([O-])C1=CC=C(COC(=O)NCC(=O)NC2=CC=C(C(=O)O)C=C2)C=C1 (4-[N-(4-nitrobenzyloxycarbonyl)glycylamino]-benzoic acid), C([O-])(O)=O.[Na+] (sodium bicarbonate). The reagents and catalysts are S(=O)(=O)(O)[O-].C(CCC)[N+](CCCC)(CCCC)CCCC (tetrabutylammonium hydrogen sulphate). Solvent: ClCCl (dichloromethane), ClCCl.O (dichloromethane water). Conditions: time 3 hour. The product is ClCOC(C1=CC=C(C=C1)NC(CNC(=O)OCC1=CC=C(C=C1)[N+](=O)[O-])=O)=O (Chloromethyl-4[N-(4-nitrobenzyloxycarbonyl)glycylamino]benzoate). Yield: 46.0%. Reaction SMILES: [Cl:1][CH2:2][O:3]S(Cl)(=O)=O.[N+:8]([C:11]1[CH:34]=[CH:33][C:14]([CH2:15][O:16][C:17]([NH:19][CH2:20][C:21]([NH:23][C:24]2[CH:32]=[CH:31][C:27]([C:28](O)=[O:29])=[CH:26][CH:25]=2)=[O:22])=[O:18])=[CH:13][CH:12]=1)([O-:10])=[O:9].C(=O)(O)[O-].[Na+]>ClCCl.S([O-])(O)(=O)=O.C([N+](CCCC)(CCCC)CCCC)CCC.ClCCl.O>[Cl:1][CH2:2][O:3][C:28](=[O:29])[C:27]1[CH:31]=[CH:32][C:24]([NH:23][C:21](=[O:22])[CH2:20][NH:19][C:17]([O:16][CH2:15][C:14]2[CH:33]=[CH:34][C:11]([N+:8]([O-:10])=[O:9])=[CH:12][CH:13]=2)=[O:18])=[CH:25][CH:26]=1 |f:2.3,5.6,7.8|. Reported procedure: A solution of chloromethylchlorosulphate (2.21 g) in dichloromethane (5 ml) was added dropwise to a stirred mixture of 4-[N-(4-nitrobenzyloxycarbonyl)glycylamino]-benzoic acid (4.00 g), sodium bicarbonate (3.00 g) and tetrabutylammonium hydrogen sulphate (0.493 g) in dichloromethane-water (1:1, 50 ml). The mixture was stirred at room temperature for 3 h. The organic phase was separated and the aqueous phase washed with dichloromethane (50 ml). The combined organic extracts were dried (MgSO4), co... Reactants: [I-].COC1CCC(CC1)CP(C1=CC=CC=C1)(C1=CC=CC=C1)C1=CC=CC=C1 ((4-methoxycyclohexyl)methyltriphenylphosphine iodide), CC(=O)C.C(=O)=O (acetone dry ice), CC(C)([O-])C.[K+] (potassium-t-butoxide). The solvent is C1CCOC1 (THF). Reaction conditions: temperature -30 celsius, time 2 hour. Product: C(=O)CCC1CCC(CC1)=O (4-(2-formylethane-1-yl)cyclohexanone). RXN SMILES: [I-].C[O:3][CH:4]1[CH2:9][CH2:8][CH:7]([CH2:10]P(C2C=CC=CC=2)(C2C=CC=CC=2)C2C=CC=CC=2)[CH2:6][CH2:5]1.[CH3:30][C:31](C)=[O:32].C(=O)=O.CC(C)([O-])C.[K+]>C1COCC1>[CH:31]([CH2:30][CH2:10][CH:7]1[CH2:6][CH2:5][C:4](=[O:3])[CH2:9][CH2:8]1)=[O:32] |f:0.1,2.3,4.5|. Reported procedure: In a 1 l, three-necked flask equipped with a stirrer, a thermometer and a nitrogen gas-introducing tube, (4-methoxycyclohexyl)methyltriphenylphosphine iodide (175.6 g, 0.34 mol) was suspended in THF (500 ml) in a nitrogen gas atmosphere, followed by cooling the suspension down to -30° C. or lower by means of acetone-dry ice refrigerant carrier, adding potassium-t-butoxide (40.1 g, 0.36 mol), and agitating the mixture for 2 hours, while keeping the temperature at -30° C. or lower. A solution of 4... Reactants: O=C(O)CCBr, ClCC(COc1ccc(Cl)cc1)Sc1c(Cl)cccc1Cl. As a reaction SMILES: [Br:22][CH2:23][CH2:24][C:25](=[O:26])[OH:27].[Cl:1][CH2:2][CH:3]([S:4][c:13]1[c:14]([Cl:15])[cH:16][cH:17][cH:18][c:19]1[Cl:20])[CH2:21][O:5][c:6]1[cH:7][cH:8][c:9]([Cl:12])[cH:10][cH:11]1>>[O:5]([c:6]1[cH:7][cH:8][c:9]([Cl:12])[cH:10][cH:11]1)[CH2:23][CH2:24][C:25](=[O:26])[OH:27]. The product is O=C(O)CCOc1ccc(Cl)cc1.